This data is from the Open Reaction Database (ORD), a public repository of structured organic reaction records. The task is: describe an organic reaction: reactants, conditions, products, and yield Starting materials: FC(OC=1C=C2C(=NN(C2=CC1)C)C=1N=C2C(=NC1)N(C=C2C(=O)NC(CO)(C)C)COCC[Si](C)(C)C)F (2-(5-(difluoromethoxy)-1-methyl-1H-indazol-3-yl)-N-(1-hydroxy-2-methylpropan-2-yl)-5-((2-(trimethylsilyl)ethoxy)methyl)-5H-pyrrolo[2,3-b]pyrazine-7-carboxamide), C(=O)(C(F)(F)F)O (TFA). Solvent: ClCCl (dichloromethane). Reaction conditions: temperature 25 celsius, time 8 hour. Yields the product FC(OC=1C=C2C(=NN(C2=CC1)C)C=1N=C2C(=NC1)NC=C2C(=O)NC(CO)(C)C)F (2-(5-(difluoromethoxy)-1-methyl-1H-indazol-3-yl)-N-(1-hydroxy-2-methylpropan-2-yl)-5H-pyrrolo[2,3-b]pyrazine-7-carboxamide). Isolated yield 75.7%. Reaction SMILES: [F:1][CH:2]([F:39])[O:3][C:4]1[CH:5]=[C:6]2[C:10](=[CH:11][CH:12]=1)[N:9]([CH3:13])[N:8]=[C:7]2[C:14]1[N:15]=[C:16]2[C:22]([C:23]([NH:25][C:26]([CH3:30])([CH3:29])[CH2:27][OH:28])=[O:24])=[CH:21][N:20](COCC[Si](C)(C)C)[C:17]2=[N:18][CH:19]=1.C(O)(C(F)(F)F)=O>ClCCl>[F:39][CH:2]([F:1])[O:3][C:4]1[CH:5]=[C:6]2[C:10](=[CH:11][CH:12]=1)[N:9]([CH3:13])[N:8]=[C:7]2[C:14]1[N:15]=[C:16]2[C:22]([C:23]([NH:25][C:26]([CH3:29])([CH3:30])[CH2:27][OH:28])=[O:24])=[CH:21][NH:20][C:17]2=[N:18][CH:19]=1. Procedure: To a pale yellow solution of 2-(5-(difluoromethoxy)-1-methyl-1H-indazol-3-yl)-N-(1-hydroxy-2-methylpropan-2-yl)-5-((2-(trimethylsilyl)ethoxy)methyl)-5H-pyrrolo[2,3-b]pyrazine-7-carboxamide (34.4 mg, 61.4 μmol) in dichloromethane (1.44 mL) was added TFA (426 mg, 288 μL, 3.74 mmol, Eq: 60.9), the reaction mixture turned orange and was stirred at 25° C. overnight then concentrated. The residue was re-dissolved in 5 mL of a solution of (dichloromethane/MeOH/ammonium hydroxide; 60:10:1) and stirred a... The reactants are O[C@@H]1[C@H](CCCC1)N1C=NC2=C3C(=C(C=C2C1=O)CC1=CC=C(C=C1)C(C)O)C=NC=C3 (3-[(1S,2S)-2-hydroxycyclohexyl]-6-[4-(1-hydroxyethyl)benzyl]pyrido[3,4-h]quinazolin-4(3H)-one), C[Mg]Br (methylmagnesium bromide). The product is O[C@@H]1[C@H](CCCC1)N1C=NC2=C3C(=C(C=C2C1=O)CC1=CC=C(C=C1)C(C=C)O)C=NC=C3 (3-[(1S,2S)-2-Hydroxycyclohexyl]-6-[4-(1-hydroxyprop-2-en-1-yl)benzyl]pyrido[3,4-h]quinazolin-4(3H)-one). RXN SMILES: [OH:1][C@H:2]1[CH2:7][CH2:6][CH2:5][CH2:4][C@@H:3]1[N:8]1[C:17](=[O:18])[C:16]2[C:11](=[C:12]3[CH:32]=[CH:31][N:30]=[CH:29][C:13]3=[C:14]([CH2:19][C:20]3[CH:25]=[CH:24][C:23]([CH:26]([OH:28])[CH3:27])=[CH:22][CH:21]=3)[CH:15]=2)[N:10]=[CH:9]1.[CH3:33][Mg]Br>>[OH:1][C@H:2]1[CH2:7][CH2:6][CH2:5][CH2:4][C@@H:3]1[N:8]1[C:17](=[O:18])[C:16]2[C:11](=[C:12]3[CH:32]=[CH:31][N:30]=[CH:29][C:13]3=[C:14]([CH2:19][C:20]3[CH:25]=[CH:24][C:23]([CH:26]([OH:28])[CH:27]=[CH2:33])=[CH:22][CH:21]=3)[CH:15]=2)[N:10]=[CH:9]1. Reported procedure: 3-[(1S,2S)-2-Hydroxycyclohexyl]-6-[4-(1-hydroxyprop-2-en-1-yl)benzyl]pyrido[3,4-h]quinazolin-4(3H)-one was prepared by the procedure described for the synthesis of 3-[(1S,2S)-2-hydroxycyclohexyl]-6-[4-(1-hydroxyethyl)benzyl]pyrido[3,4-h]quinazolin-4(3H)-one in Example 11, substituting vinylmagnesium bromide for methylmagnesium bromide. Starting materials: C(C)(=O)OCC1=C(C=C(C=C1F)NC(=O)OC(C)(C)C)Cl (4-(tert-butoxycarbonylamino)-2-chloro-6-fluorobenzyl acetate), C[Si](C)(C)I (trimethylsilyl iodide). Solvent: CC#N (CH3CN). Reaction conditions: time 15 minute. Product: C(C)(=O)OCC1=C(C=C(C=C1F)N)Cl (4-amino-2-chloro-6-fluorobenzyl acetate). As a reaction SMILES: [C:1]([O:4][CH2:5][C:6]1[C:11]([F:12])=[CH:10][C:9]([NH:13]C(OC(C)(C)C)=O)=[CH:8][C:7]=1[Cl:21])(=[O:3])[CH3:2].C[Si](I)(C)C>CC#N>[C:1]([O:4][CH2:5][C:6]1[C:11]([F:12])=[CH:10][C:9]([NH2:13])=[CH:8][C:7]=1[Cl:21])(=[O:3])[CH3:2]. Procedure: To a solution of 4-(tert-butoxycarbonylamino)-2-chloro-6-fluorobenzyl acetate (8.5 g, 24 mmol) in CH3CN (300 mL) was added trimethylsilyl iodide (4.12 mL, 28 mmol) at 0° C. under N2. After stirring 15 min, the reaction mixture was quenched with 5% Na2S2O3 (10 mL) in ice-bath, concentrated in vacuo, and extracted with EtOAc. The combined extracts were washed with H2O and brine successively, dried over anhyd MgSO4, concentrated and purified by column chromatography (Hex/DCM=1:1) to afford 4-amino-...